From a dataset of the Open Reaction Database (ORD), a public repository of structured organic reaction records. describe an organic reaction: reactants, conditions, products, and yield Starting materials: CCCCCCN1CCC(C)(c2cccc(-c3nn[nH]c3[Si](C)(C)C)c2)C(C)C1, CO, Cl, [Na+], O=C([O-])O. Product: CCCCCCN1CCC(C)(c2cccc(-c3c[nH]nn3)c2)C(C)C1. As a reaction SMILES: [CH2:1]([CH2:2][CH2:3][CH2:4][CH2:5][CH3:6])[N:7]1[CH2:8][CH:9]([CH3:29])[C:10]([c:13]2[cH:14][c:15](-[c:19]3[n:20][n:21][nH:22][c:23]3[Si:24]([CH3:25])([CH3:26])[CH3:27])[cH:16][cH:17][cH:18]2)([CH3:28])[CH2:11][CH2:12]1.[CH3:35][OH:36].[ClH:37].[Na+:30].[OH:31][C:32](=[O:33])[O-:34]>>[CH2:1]([CH2:2][CH2:3][CH2:4][CH2:5][CH3:6])[N:7]1[CH2:8][CH:9]([CH3:29])[C:10]([c:13]2[cH:14][c:15](-[c:19]3[n:20][n:21][nH:22][cH:23]3)[cH:16][cH:17][cH:18]2)([CH3:28])[CH2:11][CH2:12]1. The reactants are CCNCC, ClCCl, CCOC(C)=O, CCCCCC, COc1ccc(-c2ccccc2OC(C)C)c(C(=O)O)c1, O=S(Cl)Cl. Yields the product CCN(CC)C(=O)c1cc(OC)ccc1-c1ccccc1OC(C)C. As a reaction SMILES: [CH2:26]([CH3:27])[NH:28][CH2:29][CH3:30].[CH2:37]([Cl:38])[Cl:39].[CH3:31][CH2:32][O:33][C:34](=[O:35])[CH3:36].[CH3:40][CH2:41][CH2:42][CH2:43][CH2:44][CH3:45].[CH:1]([CH3:2])([CH3:3])[O:4][c:5]1[c:6](-[c:11]2[c:12]([C:19](=[O:20])[OH:21])[cH:13][c:14]([O:17][CH3:18])[cH:15][cH:16]2)[cH:7][cH:8][cH:9][cH:10]1.[S:22]([Cl:23])([Cl:24])=[O:25]>>[CH:1]([CH3:2])([CH3:3])[O:4][c:5]1[c:6](-[c:11]2[c:12]([C:19](=[O:21])[N:28]([CH2:26][CH3:27])[CH2:29][CH3:30])[cH:13][c:14]([O:17][CH3:18])[cH:15][cH:16]2)[cH:7][cH:8][cH:9][cH:10]1. Reactants: [BH4-].[Na+] (sodium borohydride), ice water, ClC=1C=C(C(C)(C)O)C=C(C1OC)Cl (3,5- dichloro-4-methoxy-α,α-dimethylbenzyl alcohol), C[Si](C)(C)N=[N+]=[N-] (trimethylsilyl azide), ice water, B(F)(F)F.CCOCC (boron trifluoride ethyl etherate). The reagents and catalysts are [Br-].C(CCCCCCCCCCCCCCC)[P+](CCCC)(CCCC)CCCC (n-hexadecyl tri-n-butylphosphonium bromide). The solvent is C1=CC=CC=C1 (benzene), O (water), C1=CC=CC=C1 (benzene). Run at temperature 20 celsius, time 4 hour. Yields the product ClC=1C=C(C(C)(C)N)C=C(C1OC)Cl (3,5-dichloro-4-methoxy-α,α-dimethylbenzylamine). Isolated yield 63.6%. As a reaction SMILES: [Cl:1][C:2]1[CH:3]=[C:4]([CH:9]=[C:10]([Cl:14])[C:11]=1[O:12][CH3:13])[C:5](O)([CH3:7])[CH3:6].C[Si]([N:19]=[N+]=[N-])(C)C.B(F)(F)F.CCOCC.[BH4-].[Na+]>[Br-].C([P+](CCCC)(CCCC)CCCC)CCCCCCCCCCCCCCC.O.C1C=CC=CC=1>[Cl:1][C:2]1[CH:3]=[C:4]([CH:9]=[C:10]([Cl:14])[C:11]=1[O:12][CH3:13])[C:5]([NH2:19])([CH3:7])[CH3:6] |f:2.3,4.5,6.7|. Reported procedure: A benzene solution of 23.6 g (0.1 mol) of 3,5- dichloro-4-methoxy-α,α-dimethylbenzyl alcohol and 13.9 g (0.12 mol) of trimethylsilyl azide were cooled with ice water, and 17.1 g (0.12 mol) of boron trifluoride ethyl etherate was dropwise added thereto at a temperature not higher than 20° C. under stirring. After completion of the dropwise addition, the mixture was stirred for one hour as it was and further at room temperature for 4 hours. The reaction solution was poured into ice water, and the ... Reactants: C(C)(C)(C)OC(N[C@@H](CC1=CC=C(C=C1)[N+](=O)[O-])C(NC(C)(C)C)=O)=O ((S)-[2-(4-nitrophenyl)-1-tert-butylcarbamoyl-ethyl]-carbamic acid tert-butyl ester), C(=O)(C(F)(F)F)O.C(Cl)Cl (TFA CH2Cl2). Run in C(Cl)Cl (CH2Cl2). Yields the product N[C@H](C(=O)NC(C)(C)C)CC1=CC=C(C=C1)[N+](=O)[O-] ((S)-2-Amino-3-(4-nitrophenyl)-N-tert-butylpropionamide). As a reaction SMILES: C(OC(=O)[NH:7][C@H:8]([C:19](=[O:25])[NH:20][C:21]([CH3:24])([CH3:23])[CH3:22])[CH2:9][C:10]1[CH:15]=[CH:14][C:13]([N+:16]([O-:18])=[O:17])=[CH:12][CH:11]=1)(C)(C)C.C(O)(C(F)(F)F)=O.C(Cl)Cl>C(Cl)Cl>[NH2:7][C@@H:8]([CH2:9][C:10]1[CH:11]=[CH:12][C:13]([N+:16]([O-:18])=[O:17])=[CH:14][CH:15]=1)[C:19]([NH:20][C:21]([CH3:24])([CH3:22])[CH3:23])=[O:25] |f:1.2|. Procedure details: A solution of the product from Example AJ ((S)-[2-(4-nitrophenyl)-1-tert-butylcarbamoyl-ethyl]-carbamic acid tert-butyl ester) (2, 2.0 g, 5.25 mmol) was stirred in a solution of TFA/CH2Cl2 (15 mL/15 mL) for 30 minutes and concentrated to dryness. This crude reaction product was redissolved in CH2Cl2 (50 mL) then washed with NaHCO3 (aq) and brine. The EtOAc solution was further dried over NaHCO3 and concentrated to dryness to yield the title compound (1.34 g). Starting materials: CC(=O)c1ccc(C2=CCCCC2)cc1, CC(=O)[O-], CCO, Cl, NO, [Na+], O. Product: CC(=NO)c1ccc(C2=CCCCC2)cc1. RXN SMILES: [C:1]1([c:7]2[cH:8][cH:9][c:10]([C:13]([CH3:14])=[O:15])[cH:11][cH:12]2)=[CH:2][CH2:3][CH2:4][CH2:5][CH2:6]1.[CH3:20][C:21](=[O:22])[O-:23].[CH3:25][CH2:26][OH:27].[ClH:16].[NH2:17][OH:18].[Na+:19].[OH2:24]>>[C:1]1([c:7]2[cH:8][cH:9][c:10]([C:13]([CH3:14])=[N:17][OH:18])[cH:11][cH:12]2)=[CH:2][CH2:3][CH2:4][CH2:5][CH2:6]1. Yields the product CN(C(CC1=C(C=CC(=C1)C)NC1=C(C(=C(C=C1)C=C)C(F)(F)F)F)=O)C (5-Methyl-2-(2′-fluor-4′-vinyl-3′-trifluoromethylanilino)phenylacetic acid N,N-dimethyl amide). Reaction conditions: temperature 120 celsius. Procedure details: 5-Methyl-2-(2′-fluoro-4′-bromo-3′-trifluoromethylanilino)phenylacetic acid N,N-dimethyl amide prepared by method outlined in example 3 (0.8 g, 1.7 mmol), Pd(PPh3)4 (0.1 g, 0.09 mmol), and vinyl tributylstannane (0.6 g, 1.9 mmol) in DMF (5 mL) is heated to 120° C. under nitrogen overnight. After cooling, the reaction is portioned between EtOAc and saturated aqueous solution of NaCl. The separated organic layer is washed twice with fresh saturated aqueous solution of NaCl. The EtOAc layer is dried... Solvent: CN(C)C=O (DMF). Reactants: [Na+].[Cl-] (NaCl), CN(C(CC1=C(C=CC(=C1)C)NC1=C(C(=C(C=C1)Br)C(F)(F)F)F)=O)C (5-Methyl-2-(2′-fluoro-4′-bromo-3′-trifluoromethylanilino)phenylacetic acid N,N-dimethyl amide), CCOC(=O)C (EtOAc), example 3, C(=C)[Sn](CCCC)(CCCC)CCCC (vinyl tributylstannane). RXN SMILES: [CH3:1][N:2]([CH3:26])[C:3](=[O:25])[CH2:4][C:5]1[CH:10]=[C:9]([CH3:11])[CH:8]=[CH:7][C:6]=1[NH:12][C:13]1[CH:18]=[CH:17][C:16](Br)=[C:15]([C:20]([F:23])([F:22])[F:21])[C:14]=1[F:24].[CH:27]([Sn](CCCC)(CCCC)CCCC)=[CH2:28].CCOC(C)=O.[Na+].[Cl-]>CN(C=O)C.C1C=CC([P]([Pd]([P](C2C=CC=CC=2)(C2C=CC=CC=2)C2C=CC=CC=2)([P](C2C=CC=CC=2)(C2C=CC=CC=2)C2C=CC=CC=2)[P](C2C=CC=CC=2)(C2C=CC=CC=2)C2C=CC=CC=2)(C2C=CC=CC=2)C2C=CC=CC=2)=CC=1>[CH3:1][N:2]([CH3:26])[C:3](=[O:25])[CH2:4][C:5]1[CH:10]=[C:9]([CH3:11])[CH:8]=[CH:7][C:6]=1[NH:12][C:13]1[CH:18]=[CH:17][C:16]([CH:27]=[CH2:28])=[C:15]([C:20]([F:23])([F:22])[F:21])[C:14]=1[F:24] |f:3.4,^1:58,60,79,98|. Reagents/catalysts: C=1C=CC(=CC1)[P](C=2C=CC=CC2)(C=3C=CC=CC3)[Pd]([P](C=4C=CC=CC4)(C=5C=CC=CC5)C=6C=CC=CC6)([P](C=7C=CC=CC7)(C=8C=CC=CC8)C=9C=CC=CC9)[P](C=1C=CC=CC1)(C=1C=CC=CC1)C=1C=CC=CC1 (Pd(PPh3)4).